The task is: describe an organic reaction: reactants, conditions, products, and yield. This data is from the Open Reaction Database (ORD), a public repository of structured organic reaction records. Starting materials: methyl-triphosphonium bromide, CC(C)([O-])C.[K+] (potassium t-butoxide), O1C(COC2=CC=C(C=O)C=C2)C1 (4-(2,3-epoxypropoxy)benzaldehyde), OC1=CC=C(C=O)C=C1 (4-hydroxy benzaldehyde), C(Cl)C1CO1 (epichlorohydrin), [OH-].[Na+] (NaOH), C1COCCOCCOCCOCCOCCO1 (18-crown-6-ether), O1C(COC2=CC=C(C=O)C=C2)C1 (4-(2,3-epoxypropoxy)benzaldehyde). Reagents/catalysts: [I-].C(CCC)[N+](CCCC)(CCCC)CCCC (tetra-n-butyl ammonium iodide). Solvent: CS(=O)C (dimethylsulfoxide), O1CCCC1 (tetrahydrofuran). Yields the product C(C1CO1)OC=CC1=CC=CC=C1 (styryl glycidyl ether). Yield: 70.0%. As a reaction SMILES: [O:1]1[CH2:13][CH:2]1[CH2:3][O:4][C:5]1[CH:12]=[CH:11][C:8](C=O)=[CH:7][CH:6]=1.O[C:15]1C=CC(C=O)=C[CH:16]=1.C(C1OC1)Cl.[OH-].[Na+].C1OCCOCCOCCOCCOCCOC1.CC(C)([O-])C.[K+]>[I-].C([N+](CCCC)(CCCC)CCCC)CCC.O1CCCC1.CS(C)=O>[CH2:3]([O:4][CH:5]=[CH:12][C:11]1[CH:8]=[CH:7][CH:6]=[CH:16][CH:15]=1)[CH:2]1[O:1][CH2:13]1 |f:3.4,6.7,8.9|. Reported procedure: The application gives the manufacture of styryl glycidyl ether by first synthesizing 4-(2,3-epoxypropoxy)benzaldehyde from 4-hydroxy benzaldehyde and epichlorohydrin in the presence of NaOH, tetra-n-butyl ammonium iodide and dimethylsulfoxide. 4-(2,3-epoxypropoxy)benzaldehyde was then added to a dry tetrahydrofuran solution (0° C., argon atmosphere) containing suspended methyl-triphosphonium bromide, catalytic amounts of 18-crown-6-ether and potassium t-butoxide. From this mixture styryl glycidy... Reactants: COC1=CC=C2C(=CNC2=C1)C(=O)O (6-methoxyindole-3-carboxylic acid), N1C=C(C2=CC=CC=C12)C(=O)OCC12CCN(CC1)CC2 ((Quinuclidin-4-yl)methyl 1H-indole-3-carboxylate). Product: COC1=CC=C2C(=CNC2=C1)C(=O)OCC12CCN(CC1)CC2 (Quinuclidin-4-ylmethyl 6-methoxy-1H-indole-3-carboxylate). As a reaction SMILES: [CH3:1][O:2][C:3]1[CH:11]=[C:10]2[C:6]([C:7]([C:12]([OH:14])=[O:13])=[CH:8][NH:9]2)=[CH:5][CH:4]=1.N1C2C(=CC=CC=2)C(C(O[CH2:27][C:28]23[CH2:35][CH2:34][N:31]([CH2:32][CH2:33]2)[CH2:30][CH2:29]3)=O)=C1>>[CH3:1][O:2][C:3]1[CH:11]=[C:10]2[C:6]([C:7]([C:12]([O:14][CH2:27][C:28]34[CH2:35][CH2:34][N:31]([CH2:32][CH2:33]3)[CH2:30][CH2:29]4)=[O:13])=[CH:8][NH:9]2)=[CH:5][CH:4]=1. Reported procedure: Quinuclidin-4-ylmethyl 6-methoxy-1H-indole-3-carboxylate was prepared starting from 6-methoxyindole-3-carboxylic acid (synthesized as described in J. Med. Chem. 51, 1849 (2008)) following the procedure of (Quinuclidin-4-yl)methyl 1H-indole-3-carboxylate. MS (m/e): 314.